The task is: describe an organic reaction: reactants, conditions, products, and yield. This data is from the Open Reaction Database (ORD), a public repository of structured organic reaction records. The reactants are CC(=O)O, FC(F)(F)Oc1cccc(COC2CCNCC2C(c2ccccc2)c2ccccc2)c1, Cl. The product is CC(=O)N1CCC(OCc2cccc(OC(F)(F)F)c2)C(C(c2ccccc2)c2ccccc2)C1. RXN SMILES: [CH3:34][C:35]([OH:36])=[O:37].[CH:2]([c:3]1[cH:4][cH:5][cH:6][cH:7][cH:8]1)([c:9]1[cH:10][cH:11][cH:12][cH:13][cH:14]1)[CH:15]1[CH2:16][NH:17][CH2:18][CH2:19][CH:20]1[O:21][CH2:22][c:23]1[cH:24][c:25]([O:29][C:30]([F:31])([F:32])[F:33])[cH:26][cH:27][cH:28]1.[ClH:1]>>[CH:2]([c:3]1[cH:4][cH:5][cH:6][cH:7][cH:8]1)([c:9]1[cH:10][cH:11][cH:12][cH:13][cH:14]1)[CH:15]1[CH2:16][N:17]([C:35]([CH3:34])=[O:36])[CH2:18][CH2:19][CH:20]1[O:21][CH2:22][c:23]1[cH:24][c:25]([O:29][C:30]([F:31])([F:32])[F:33])[cH:26][cH:27][cH:28]1. The reactants are CC(C)COC(=O)Cl, NC(Cc1ccccc1)C(=O)O. The product is CC(C)COC(=O)NC(Cc1ccccc1)C(=O)O. As a reaction SMILES: [Cl:13][C:14](=[O:15])[O:16][CH2:17][CH:18]([CH3:19])[CH3:20].[NH2:1][CH:2]([CH2:3][c:4]1[cH:5][cH:6][cH:7][cH:8][cH:9]1)[C:10]([OH:11])=[O:12]>>[NH:1]([CH:2]([CH2:3][c:4]1[cH:5][cH:6][cH:7][cH:8][cH:9]1)[C:10]([OH:11])=[O:12])[C:14](=[O:15])[O:16][CH2:17][CH:18]([CH3:19])[CH3:20].